From a dataset of the Open Reaction Database (ORD), a public repository of structured organic reaction records. describe an organic reaction: reactants, conditions, products, and yield Reaction SMILES: [Cl:1][C:2]1[C:7]([Cl:8])=[CH:6][CH:5]=[CH:4][C:3]=1[CH:9]([NH:12]C(=O)OC(C)(C)C)[CH2:10][OH:11].ClS([N:24]=[C:25]=[O:26])(=O)=O.O.C(=O)([O-])O.[Na+]>C(#N)C>[C:25](=[O:26])([O:11][CH2:10][CH:9]([NH2:12])[C:3]1[CH:4]=[CH:5][CH:6]=[C:7]([Cl:8])[C:2]=1[Cl:1])[NH2:24] |f:3.4|. Reaction conditions: temperature 60 celsius, time 30 minute. Procedure: Of the compound from Example 182A, 290 mg (about 0.95 mmol) were introduced in 5 ml of acetonitrile under argon. At −15° C., 115 μl (1.33 mmol) of chlorosulphonyl isocyanate were added dropwise. After 30 min, the reaction solution was admixed with 20 ml of water and heated at 60° C. overnight. The reaction mixture was cooled and introduced into saturated aqueous sodium hydrogen carbonate solution. It was extracted with twice 20 ml of ethyl acetate. The combined organic phases were dried over sod... The reactants are C(O)([O-])=O.[Na+] (sodium hydrogen carbonate), ClC1=C(C=CC=C1Cl)C(CO)NC(OC(C)(C)C)=O (tert-Butyl [1-(2,3-dichlorophenyl)-2-hydroxyethyl]carbamate), O (water), ClS(=O)(=O)N=C=O (chlorosulphonyl isocyanate). Run in C(C)#N (acetonitrile). The product is C(N)(OCC(C1=C(C(=CC=C1)Cl)Cl)N)=O (2-Amino-2-(2,3-dichlorophenyl)ethyl carbamate).